Dataset: the Open Reaction Database (ORD), a public repository of structured organic reaction records. Task: describe an organic reaction: reactants, conditions, products, and yield The reactants are NC=1SC=C(N1)/C(/C(=O)OCC)=N/O[C@H]1[C@@H](CCCC1)OC (Ethyl 2-(2-aminothiazol-4-yl)-(Z)-2-(trans-2-methoxycyclohexyloxyimino)acetate), C(C)(=O)OCC (ethyl acetate), [OH-].[Na+] (sodium hydroxide). The solvent is C(C)O (ethanol). The product is NC=1SC=C(N1)/C(/C(=O)O)=N/O[C@H]1[C@@H](CCCC1)OC (2-(2-Aminothiazol-4-yl)-(Z)-2-(trans-2-methoxycyclohexyloxyimino)acetic acid). Reaction SMILES: [NH2:1][C:2]1[S:3][CH:4]=[C:5](/[C:7](=[N:13]/[O:14][C@@H:15]2[CH2:20][CH2:19][CH2:18][CH2:17][C@H:16]2[O:21][CH3:22])/[C:8]([O:10]CC)=[O:9])[N:6]=1.[OH-].[Na+].C(OCC)(=O)C>C(O)C>[NH2:1][C:2]1[S:3][CH:4]=[C:5](/[C:7](=[N:13]/[O:14][C@@H:15]2[CH2:20][CH2:19][CH2:18][CH2:17][C@H:16]2[O:21][CH3:22])/[C:8]([OH:10])=[O:9])[N:6]=1 |f:1.2|. Procedure details: Ethyl 2-(2-aminothiazol-4-yl)-(Z)-2-(trans-2-methoxycyclohexyloxyimino)acetate (1.79 g) was hydrolysed with IM sodium hydroxide (10.75 ml) in ethanol (20 ml) as described in Example 4e. After acidification of the aqueous phase to pH 2-3 the water was removed under reduced pressure. The residue was extracted with hot ethanol and concentrated to dryness to give a brown foam. Trituration with ethyl acetate gave the title compound as a buff coloured solid (0.904 g). νmax (KBr) 3302, 3207, 1628, 1534...